This data is from the Open Reaction Database (ORD), a public repository of structured organic reaction records. The task is: describe an organic reaction: reactants, conditions, products, and yield Starting materials: C(C)(C)(C)OC(=O)N1C(CC(C1)N=[N+]=[N-])C(O[SiH2]C(C)(C)C)(C)C (4-azido-2-(t-butyl-dimethyl-silanyloxymethyl)-pyrrolidine-1-carboxylic acid t-butyl ester). Solvent: C(C)(=O)OCC (ethyl acetate). Reaction conditions: time 12 hour. The product is C(C)(C)(C)OC(=O)N1C(CC(C1)N)C(O[SiH2]C(C)(C)C)(C)C (4-Amino-2-(t-butyl-dimethyl-silanyloxymethyl)-pyrrolidine-1-carboxylic acid t-butyl ester). As a reaction SMILES: [C:1]([O:5][C:6]([N:8]1[CH2:12][CH:11]([N:13]=[N+]=[N-])[CH2:10][CH:9]1[C:16]([CH3:24])([CH3:23])[O:17][SiH2:18][C:19]([CH3:22])([CH3:21])[CH3:20])=[O:7])([CH3:4])([CH3:3])[CH3:2]>C(OCC)(=O)C>[C:1]([O:5][C:6]([N:8]1[CH2:12][CH:11]([NH2:13])[CH2:10][CH:9]1[C:16]([CH3:24])([CH3:23])[O:17][SiH2:18][C:19]([CH3:22])([CH3:21])[CH3:20])=[O:7])([CH3:4])([CH3:3])[CH3:2]. Procedure: The 4-azido-2-(t-butyl-dimethyl-silanyloxymethyl)-pyrrolidine-1-carboxylic acid t-butyl ester (184.83 mg, 0.52 mmol) was taken up in ethyl acetate in a Paar vessel. The solution was flushed with argon and Pd/C (150 mg) was added to the vessel. The argon atmosphere was replaced by hydrogen at 50 psi. The vessel was shaken for 12 h. The hydrogen atmosphere was replaced by argon and the solution was filtered through a celite pad. The pad was washed twice with ethyl acetate. The solvent was removed ... Starting materials: Cc1ccccc1, O=C=Nc1c(Cl)cccc1Cl, Nc1ccc2[nH]ncc2c1. The product is O=C(Nc1ccc2[nH]ncc2c1)Nc1c(Cl)cccc1Cl. Reaction SMILES: [CH3:22][c:23]1[cH:24][cH:25][cH:26][cH:27][cH:28]1.[Cl:11][c:12]1[c:13]([N:19]=[C:20]=[O:21])[c:14]([Cl:18])[cH:15][cH:16][cH:17]1.[NH2:1][c:2]1[cH:3][c:4]2[cH:5][n:6][nH:7][c:8]2[cH:9][cH:10]1>>[NH:1]([c:2]1[cH:3][c:4]2[cH:5][n:6][nH:7][c:8]2[cH:9][cH:10]1)[C:20]([NH:19][c:13]1[c:12]([Cl:11])[cH:17][cH:16][cH:15][c:14]1[Cl:18])=[O:21]. Reactants: ice water, COC=1C=C(C=CC1OC)C(C#N)SC1=CC=C(C=C1)C (3,4-dimethoxy-α-[(4-methylphenyl)thio]benzeneacetonitrile), BrCCCCl (1-bromo-3-chloropropane), [H-].[Na+] (sodium hydride). Run in CS(=O)C (dimethyl sulfoxide). Conditions: time 1.5 hour. Product: ClCCCC(C#N)(C1=CC(=C(C=C1)OC)OC)SC1=CC=C(C=C1)C (α-(3-Chloropropyl)-3,4-dimethoxy-α-[(4-methylphenyl)thio]benzeneacetonitrile). Reaction SMILES: [CH3:1][O:2][C:3]1[CH:4]=[C:5]([CH:11]([S:14][C:15]2[CH:20]=[CH:19][C:18]([CH3:21])=[CH:17][CH:16]=2)[C:12]#[N:13])[CH:6]=[CH:7][C:8]=1[O:9][CH3:10].[H-].[Na+].Br[CH2:25][CH2:26][CH2:27][Cl:28]>CS(C)=O>[Cl:28][CH2:27][CH2:26][CH2:25][C:11]([S:14][C:15]1[CH:16]=[CH:17][C:18]([CH3:21])=[CH:19][CH:20]=1)([C:5]1[CH:6]=[CH:7][C:8]([O:9][CH3:10])=[C:3]([O:2][CH3:1])[CH:4]=1)[C:12]#[N:13] |f:1.2|. Procedure: To a solution of 2.39 g of 3,4-dimethoxy-α-[(4-methylphenyl)thio]benzeneacetonitrile in 21 mL of dimethyl sulfoxide, under an argon atmosphere with stirring, is added 0.336 g of 60% sodium hydride in oil. This mixture is stirred for 1.5 hours. To the resulting solution is added 1.32 g of 1-bromo-3-chloropropane and this reaction mixture is stirred for 3 hours and is next poured into 100 mL of ice water. This mixture is twice extracted with diethyl ether and the combined organic extracts dried wi... Starting materials: C1(CCC1)N1CCN(CC1)C(CN1CCC2(CC1)C(NC1=CC=CC=C12)=O)=O (1′-[2-(4-cyclobutylpiperazin-1-yl)-2-oxoethyl]spiro[indole-3,4′-piperidin]-2(1H)-one), IC (iodomethane), C(=O)([O-])[O-].[Cs+].[Cs+] (Cs2CO3). Solvent: CN(C)C=O (DMF). Reaction conditions: temperature 65 celsius. The product is C1(CCC1)N1CCN(CC1)C(CN1CCC2(CC1)C(N(C1=CC=CC=C12)C)=O)=O (1′-[2-(4-cyclobutylpiperazin-1-yl)-2-oxoethyl]-1-methylspiro[indole-3,4′-piperidin]-2(1H)-one). Reaction SMILES: [CH:1]1([N:5]2[CH2:10][CH2:9][N:8]([C:11](=[O:28])[CH2:12][N:13]3[CH2:18][CH2:17][C:16]4([C:26]5[C:21](=[CH:22][CH:23]=[CH:24][CH:25]=5)[NH:20][C:19]4=[O:27])[CH2:15][CH2:14]3)[CH2:7][CH2:6]2)[CH2:4][CH2:3][CH2:2]1.IC.[C:31]([O-])([O-])=O.[Cs+].[Cs+]>CN(C=O)C>[CH:1]1([N:5]2[CH2:10][CH2:9][N:8]([C:11](=[O:28])[CH2:12][N:13]3[CH2:18][CH2:17][C:16]4([C:26]5[C:21](=[CH:22][CH:23]=[CH:24][CH:25]=5)[N:20]([CH3:31])[C:19]4=[O:27])[CH2:15][CH2:14]3)[CH2:7][CH2:6]2)[CH2:2][CH2:3][CH2:4]1 |f:2.3.4|. Procedure details: A mixture of 1′-[2-(4-cyclobutylpiperazin-1-yl)-2-oxoethyl]spiro[indole-3,4′-piperidin]-2(1H)-one (0.136 mmol), iodomethane (0.544 mmol) and Cs2CO3 (177 mg, 0.544 mmol) in DMF (3 ml) is heated in a sealed tube at 65° C. overnight. DMF is removed in vacuo and the residue is partitioned between water (5 ml) and EtOAc (10 ml). The layers are separated and the aqueous layer is extracted with EtOAc (10 ml). The combined extracts are washed with brine (20 ml), dried over Na2SO4 and evaporated. Purific...